From a dataset of the Open Reaction Database (ORD), a public repository of structured organic reaction records. describe an organic reaction: reactants, conditions, products, and yield The product is Cl[C@@H]1C[C@H]([C@@H]([C@H]1CCCCCCC(=O)OCCC)CO)OC1OCCCC1 (Propyl 7-((1R,2S,3R,5R)-5-chloro-2-(hydroxymethyl)-3-(tetrahydro-2H-pyran-2-yloxy)cyclopentyl)heptanoate). RXN SMILES: [Cl:1][C@H:2]1[C@H:6]([CH2:7]/[CH:8]=[CH:9]\[CH2:10][CH2:11][CH2:12][C:13]([O:15][CH2:16][CH:17]=[CH2:18])=[O:14])[C@@H:5]([CH2:19][OH:20])[C@H:4]([O:21][CH:22]2[CH2:27][CH2:26][CH2:25][CH2:24][O:23]2)[CH2:3]1.[H][H]>CCOC(C)=O.O=[Pt]=O>[Cl:1][C@H:2]1[C@H:6]([CH2:7][CH2:8][CH2:9][CH2:10][CH2:11][CH2:12][C:13]([O:15][CH2:16][CH2:17][CH3:18])=[O:14])[C@@H:5]([CH2:19][OH:20])[C@H:4]([O:21][CH:22]2[CH2:27][CH2:26][CH2:25][CH2:24][O:23]2)[CH2:3]1. Reactants: Cl[C@@H]1C[C@H]([C@@H]([C@H]1C\C=C/CCCC(=O)OCC=C)CO)OC1OCCCC1 ((Z)-allyl 7-((1R,2S,3R,5R)-5-chloro-2-(hydroxymethyl)-3-(tetrahydro-2H-pyran-2-yloxy)cyclopentyl)hept-5-enoate), [H][H] (hydrogen). The solvent is CCOC(=O)C (EtOAc). Reagents/catalysts: O=[Pt]=O (Adam's catalyst). The yield is 98.2%. Reported procedure: A solution of 1 g (2.49 mmol) of alcohol 4 in 13 mL of EtOAc and Adam's catalyst (22 mg) was stirred under 30 psi of hydrogen gas in a Parr apparatus over 21 h. The mixture was then filtered to remove the catalyst through a plug of silica gel with EtOAc as solvent. The filtrate was then concentrated in vacuo yield the propyl ester 11 (990 mg) as an oil; 1H NMR (CDCl3); 0.94 (t, J=7.3 Hz, 3H), 1.20-1.94 (m, 31H), 2.17 (m, 2H), 2.32 (m, 4H), 3.46-4.12 (m, 8H), 4.03 (t, J=6.6 Hz, 2H), 4.13-4.38 (m,... The reactants are aldehydes, alkenes, ClCCCS(=O)(=O)OCC([C@H](/C=C/C(=O)OC)O[Si](C(C)(C)C)(C)C)(C)C (Methyl (2E)(4S)-6-[(3-chloropropyl)sulfonyloxy]-5,5-dimethyl-4-(1,1,2,2-tetramethyl-1-silapropoxy)hex-2-enoate), O=O (oxygen), O=[O+][O-] (ozone), CSC (dimethyl sulfide). Run in ClCCl (dichloromethane). Yields the product ClCCCS(=O)(=O)OCC([C@H](C=O)O[Si](C(C)(C)C)(C)C)(C)C ((3R)-2,2-Dimethyl-4-oxo-3-(1,1,2,2-tetramethyl-1-silapropoxy)butyl (3-chloropropyl)sulfonate). Isolated yield 52.0%. As a reaction SMILES: [Cl:1][CH2:2][CH2:3][CH2:4][S:5]([O:8][CH2:9][C:10]([CH3:27])([CH3:26])[C@@H:11]([O:18][Si:19]([CH3:25])([CH3:24])[C:20]([CH3:23])([CH3:22])[CH3:21])/[CH:12]=C/C(OC)=O)(=[O:7])=[O:6].O=O.[O:30]=[O+][O-].CSC>ClCCl>[Cl:1][CH2:2][CH2:3][CH2:4][S:5]([O:8][CH2:9][C:10]([CH3:26])([CH3:27])[C@@H:11]([O:18][Si:19]([CH3:25])([CH3:24])[C:20]([CH3:22])([CH3:21])[CH3:23])[CH:12]=[O:30])(=[O:6])=[O:7]. Procedure details: Following the general procedure for the preparation of aldehydes from alkenes of Description 11, methyl (2E)(4S)-6-[(3-chloropropyl)sulfonyloxy]-5,5-dimethyl-4-(1,1,2,2-tetramethyl-1-silapropoxy)hex-2-enoate (15a) (2.4 g, 5.4 mmol) dissolved in 25 mL of dichloromethane (DCM) was treated with a mixture of oxygen and ozone (O2/O3). Upon completion of the reaction, 2 mL (1.59 g, 27.2 mmol) of dimethyl sulfide (DMS) was added. After work-up, the crude material was purified by silica gel column chrom... Starting materials: C(CCC)C=1N(C(=CN1)C=O)CC=1SC(=CC1)C(=O)OC (2-n-butyl-1-[(5-carbomethoxy-2-thienyl)methyl]imidazol-5-carboxaldehyde), C(=O)(O)C(C(=O)OCC)CC=1SC=CC1 (ethyl 2-carboxy-3-(2-thienyl)propionate), N1CCCCC1 (piperidine), N1=CC=CC=C1 (pyridine), crude product. The solvent is C1=CC=CC=C1 (benzene). Product: C(CCC)C=1N(C(=CN1)/C=C(/C(=O)OCC)\CC=1SC=CC1)CC=1SC(=CC1)C(=O)OC (ethyl (E)-3-[2-n-butyl-1-{(5-carbomethoxy-2-thienyl)methyl}-1H-imidazol-5-yl]-2-(2-thienyl)methyl-2propenoate). Isolated yield 60.4%. Reaction SMILES: [CH2:1]([C:5]1[N:6]([CH2:12][C:13]2[S:14][C:15]([C:18]([O:20][CH3:21])=[O:19])=[CH:16][CH:17]=2)[C:7]([CH:10]=O)=[CH:8][N:9]=1)[CH2:2][CH2:3][CH3:4].C([CH:25]([CH2:31][C:32]1[S:33][CH:34]=[CH:35][CH:36]=1)[C:26]([O:28][CH2:29][CH3:30])=[O:27])(O)=O.N1CCCCC1.N1C=CC=CC=1>C1C=CC=CC=1>[CH2:1]([C:5]1[N:6]([CH2:12][C:13]2[S:14][C:15]([C:18]([O:20][CH3:21])=[O:19])=[CH:16][CH:17]=2)[C:7](/[CH:10]=[C:25](\[CH2:31][C:32]2[S:33][CH:34]=[CH:35][CH:36]=2)/[C:26]([O:28][CH2:29][CH3:30])=[O:27])=[CH:8][N:9]=1)[CH2:2][CH2:3][CH3:4]. Procedure: A mixture of 2-n-butyl-1-[(5-carbomethoxy-2-thienyl)methyl]imidazol-5-carboxaldehyde (0.5 g, 1.66 mmol), ethyl 2-carboxy-3-(2-thienyl)propionate (1.14 g, 4.99 mmol), piperidine (0.155 g, 1.83 mmol), 0.5 ml of pyridine in 50 ml of benzene were refluxed for 18 hours under argon in the presence of a Dean-Stark trap. The crude product was flash chromatographed over silica gel eluting with ethyl acetate/hexane (1:1) to give 0.474 g (49%) of ethyl (E)-3-[2-n-butyl-1-{(5-carbomethoxy-2-thienyl)methyl}-... Reactants: ClC1=NC=C(C(=O)O)C=C1 (6-Chloronicotinic acid), C(C)(C)C1=CC=C(N)C=C1 (4-isopropylaniline), O.ON1N=NC2=C1C=CC=C2 (1-Hydroxybenzotriazole monohydrate), Cl.C(C)N=C=NCCCN(C)C (1-ethyl-3-(3-dimethylaminopropyl)carbodiimide hydrochloride). Solvent: CN(C)C=O (DMF), C(C)N(CC)CC (triethylamine). Reaction conditions: time 1 day. The product is C(C)(C)C1=CC=C(C=C1)NC(=O)C=1C=NC(=CC1)Cl (N-(4-isopropylphenyl)-6-chloropyridine-3-carboxamide). RXN SMILES: [Cl:1][C:2]1[CH:10]=[CH:9][C:5]([C:6]([OH:8])=O)=[CH:4][N:3]=1.[CH:11]([C:14]1[CH:20]=[CH:19][C:17]([NH2:18])=[CH:16][CH:15]=1)([CH3:13])[CH3:12].O.ON1C2C=CC=CC=2N=N1.Cl.C(N=C=NCCCN(C)C)C>CN(C=O)C.C(N(CC)CC)C>[CH:11]([C:14]1[CH:20]=[CH:19][C:17]([NH:18][C:6]([C:5]2[CH:4]=[N:3][C:2]([Cl:1])=[CH:10][CH:9]=2)=[O:8])=[CH:16][CH:15]=1)([CH3:13])[CH3:12] |f:2.3,4.5|. Reported procedure: 6-Chloronicotinic acid (3.15 g), 4-isopropylaniline (2.73 mL) and triethylamine (5.6 mL) were dissolved in DMF (150 mL). 1-Hydroxybenzotriazole monohydrate (hereinafter to be abbreviated as HOBt.H2O) (3.22 g) and 1-ethyl-3-(3-dimethylaminopropyl)carbodiimide hydrochloride (hereinafter to be abbreviated as WSCI.HCl) (4.03 g) were added under ice-cooling. The mixture was stirred at room temperature for one day and the reaction mixture was partitioned between water and ethyl acetate. The organic la... The reactants are O=C([O-])[O-], Cc1ccc(NC(=O)c2ccc(C#N)cc2)cc1NC(=O)c1cccc(CCl)c1, CCNCC, CC(C)=O, Cl, [K+], [K+]. Yields the product CCN(CC)Cc1cccc(C(=O)Nc2cc(NC(=O)c3ccc(C#N)cc3)ccc2C)c1. Reaction SMILES: [C:36](=[O:37])([O-:38])[O-:39].[C:7](#[N:8])[c:9]1[cH:10][cH:11][c:12]([C:13](=[O:14])[NH:15][c:16]2[cH:17][cH:18][c:19]([CH3:33])[c:20]([NH:22][C:23]([c:24]3[cH:25][c:26]([CH2:30][Cl:31])[cH:27][cH:28][cH:29]3)=[O:32])[cH:21]2)[cH:34][cH:35]1.[CH2:2]([CH3:3])[NH:4][CH2:5][CH3:6].[CH3:42][C:43](=[O:44])[CH3:45].[ClH:1].[K+:40].[K+:41]>>[CH2:2]([CH3:3])[N:4]([CH2:5][CH3:6])[CH2:30][c:26]1[cH:25][c:24]([C:23]([NH:22][c:20]2[c:19]([CH3:33])[cH:18][cH:17][c:16]([NH:15][C:13]([c:12]3[cH:11][cH:10][c:9]([C:7]#[N:8])[cH:35][cH:34]3)=[O:14])[cH:21]2)=[O:32])[cH:29][cH:28][cH:27]1. The reactants are FC(C(=O)O)(F)F.CC=1N(C=C(N1)C=1C=NN(C1)C)N (2-Methyl-4-(1-methyl-1H-pyrazol-4-yl)-1H-imidazol-1-amine, trifluoroacetate salt), C(C)(=O)O.C(=N)N (formamidine acetate). Run in [OH-].[Na+] (sodium hydroxide), CC(CC)O (2-butanol). Run at temperature 100 celsius, time 2 hour. The product is CC=1N(C=C(N1)C=1C=NN(C1)C)NC=N (N-[2-methyl-4-(1-methyl-1H-pyrazol-4-yl)-1H-imidazol-1-yl]imidoformamide). As a reaction SMILES: FC(F)(F)C(O)=O.[CH3:8][C:9]1[N:10]([NH2:20])[CH:11]=[C:12]([C:14]2[CH:15]=[N:16][N:17]([CH3:19])[CH:18]=2)[N:13]=1.C(O)(=O)C.[CH:25](N)=[NH:26]>CC(O)CC.[OH-].[Na+]>[CH3:8][C:9]1[N:10]([NH:20][CH:25]=[NH:26])[CH:11]=[C:12]([C:14]2[CH:15]=[N:16][N:17]([CH3:19])[CH:18]=2)[N:13]=1 |f:0.1,2.3,5.6|. Reported procedure: 2-Methyl-4-(1-methyl-1H-pyrazol-4-yl)-1H-imidazol-1-amine, trifluoroacetate salt (103.0 g, 353.7 mmol) and formamidine acetate (98%, 131 g, 1.23 mol) were combined in 2-butanol (350 mL). The reaction was heated to 100° C. for 3 hours, at which time it was allowed to cool to room temperature and diluted with a 2:1 mixture of 10 N sodium hydroxide solution/saturated aqueous sodium chloride solution (300 mL). After vigorous stirring, the layers were separated, and the aqueous layer was extracted wi...